This data is from the Open Reaction Database (ORD), a public repository of structured organic reaction records. The task is: describe an organic reaction: reactants, conditions, products, and yield Reactants: Cc1ccccc1, COC(=O)C(Cl)(Cl)CCCCCCCCCC(O)c1ccc(Cl)cc1, O, Cc1ccc(S(=O)(=O)O)cc1. Yields the product COC(=O)C(Cl)(Cl)CCCCCCCCC=Cc1ccc(Cl)cc1. Reaction SMILES: [CH3:38][c:39]1[cH:40][cH:41][cH:42][cH:43][cH:44]1.[Cl:1][C:2]([C:3](=[O:4])[O:5][CH3:6])([CH2:7][CH2:8][CH2:9][CH2:10][CH2:11][CH2:12][CH2:13][CH2:14][CH2:15][CH:16]([OH:17])[c:18]1[cH:19][cH:20][c:21]([Cl:24])[cH:22][cH:23]1)[Cl:25].[OH2:26].[c:27]1([CH3:28])[cH:29][cH:30][c:31]([S:32]([OH:33])(=[O:34])=[O:35])[cH:36][cH:37]1>>[Cl:1][C:2]([C:3](=[O:4])[O:5][CH3:6])([CH2:7][CH2:8][CH2:9][CH2:10][CH2:11][CH2:12][CH2:13][CH2:14][CH:15]=[CH:16][c:18]1[cH:19][cH:20][c:21]([Cl:24])[cH:22][cH:23]1)[Cl:25]. The reactants are CCCCCN, CCc1c(C)nc(N)nc1Cl, C1COCCO1. The product is CCCCCNc1nc(N)nc(C)c1CC. Reaction SMILES: [CH2:12]([CH2:13][CH2:14][CH2:15][CH3:16])[NH2:17].[Cl:1][c:2]1[n:3][c:4]([NH2:11])[n:5][c:6]([CH3:10])[c:7]1[CH2:8][CH3:9].[O:18]1[CH2:19][CH2:20][O:21][CH2:22][CH2:23]1>>[c:2]1([NH:17][CH2:12][CH2:13][CH2:14][CH2:15][CH3:16])[n:3][c:4]([NH2:11])[n:5][c:6]([CH3:10])[c:7]1[CH2:8][CH3:9]. The reactants are CCO, CCOC(=O)c1ccc(NS(C)(=O)=O)c([N+](=O)[O-])c1, O=[Pt]. Yields the product CCOC(=O)c1ccc(NS(C)(=O)=O)c(N)c1. As a reaction SMILES: [CH3:20][CH2:21][OH:22].[N+:1]([O-:2])(=[O:3])[c:4]1[cH:5][c:6]([C:7](=[O:8])[O:9][CH2:10][CH3:11])[cH:12][cH:13][c:14]1[NH:15][S:16](=[O:17])(=[O:18])[CH3:19].[Pt:23]=[O:24]>>[NH2:1][c:4]1[cH:5][c:6]([C:7](=[O:8])[O:9][CH2:10][CH3:11])[cH:12][cH:13][c:14]1[NH:15][S:16](=[O:17])(=[O:18])[CH3:19]. Starting materials: BrC=1C=C(C=O)C=C(C1)C(F)(F)F (3-bromo-5-(trifluoromethyl)benzaldehyde), CNC (dimethylamine), O1CCCC1 (tetrahydrofuran), C(C)(=O)O[BH-](OC(C)=O)OC(C)=O.[Na+] (sodium triacetoxyborohydride). The solvent is C(Cl)Cl (methylene chloride). Run at time 15 minute. Product: BrC=1C=C(C=C(C1)C(F)(F)F)CN(C)C (1-[3-Bromo-5-(trifluoromethyl)phenyl]-N,N-dimethylmethanamine). RXN SMILES: [Br:1][C:2]1[CH:3]=[C:4]([CH:7]=[C:8]([C:10]([F:13])([F:12])[F:11])[CH:9]=1)[CH:5]=O.[CH3:14][NH:15][CH3:16].O1CCCC1.C(O[BH-](OC(=O)C)OC(=O)C)(=O)C.[Na+]>C(Cl)Cl>[Br:1][C:2]1[CH:3]=[C:4]([CH2:5][N:15]([CH3:16])[CH3:14])[CH:7]=[C:8]([C:10]([F:13])([F:12])[F:11])[CH:9]=1 |f:3.4|. Reported procedure: To a solution of 3-bromo-5-(trifluoromethyl)benzaldehyde (2.0 g, 7.9 mmol, Combi-blocks) in methylene chloride (10 mL) was added a solution of 2.0M dimethylamine in tetrahydrofuran (7.9 mL, 16 mmol) and the reaction was stirred for 15 minutes at room temperature. The reaction was then cooled to 0° C. and sodium triacetoxyborohydride (2.5 g, 12 mmol) was added. The resulting mixture was warmed to room temperature and was stirred for 24 hours. The solvents were removed in vacuo. Saturated sodium b...